Dataset: the Open Reaction Database (ORD), a public repository of structured organic reaction records. Task: describe an organic reaction: reactants, conditions, products, and yield The reactants are CCOC(=O)CC(=O)OCc1ccccc1, Cc1cc(F)ccc1[N+](=O)[O-], [H-], [Na+], CN(C)C=O. Product: CCOC(=O)C(C(=O)OCc1ccccc1)c1ccc([N+](=O)[O-])c(C)c1. Reaction SMILES: [C:3]([CH2:4][C:5](=[O:6])[O:7][CH2:8][c:9]1[cH:10][cH:11][cH:12][cH:13][cH:14]1)(=[O:15])[O:16][CH2:17][CH3:18].[F:19][c:20]1[cH:21][c:22]([CH3:29])[c:23]([N+:26](=[O:27])[O-:28])[cH:24][cH:25]1.[H-:1].[Na+:2].[O:30]=[CH:31][N:32]([CH3:33])[CH3:34]>>[C:3]([CH:4]([C:5](=[O:6])[O:7][CH2:8][c:9]1[cH:10][cH:11][cH:12][cH:13][cH:14]1)[c:20]1[cH:21][c:22]([CH3:29])[c:23]([N+:26](=[O:27])[O-:28])[cH:24][cH:25]1)(=[O:15])[O:16][CH2:17][CH3:18]. Starting materials: ClC1=CC=C2C=C(NC2=C1)C=1C=C(C=NC1)OS(N(CC)CC)(=O)=O (diethyl-sulfamic acid 5-(6-chloro-1H-indol-2-yl)-pyridin-3-yl ester), CN(C)C=O (DMF), C(OC)(OC)=O (Dimethyl carbonate), C([O-])([O-])=O.[K+].[K+] (potassium carbonate). Run in C(C)(=O)OCC (ethyl acetate). Conditions: temperature 150 celsius, time 8 hour. Product: ClC1=CC=C2C=C(N(C2=C1)C)C=1C=C(C=NC1)OS(N(CC)CC)(=O)=O (diethyl-sulfamic acid 5-(6-chloro-1-methyl-1H-indol-2-yl)-pyridin-3-yl ester). As a reaction SMILES: [Cl:1][C:2]1[CH:10]=[C:9]2[C:5]([CH:6]=[C:7]([C:11]3[CH:12]=[C:13]([O:17][S:18](=[O:25])(=[O:24])[N:19]([CH2:22][CH3:23])[CH2:20][CH3:21])[CH:14]=[N:15][CH:16]=3)[NH:8]2)=[CH:4][CH:3]=1.[CH3:26]N(C=O)C.C(=O)(OC)OC.C(=O)([O-])[O-].[K+].[K+]>C(OCC)(=O)C>[Cl:1][C:2]1[CH:10]=[C:9]2[C:5]([CH:6]=[C:7]([C:11]3[CH:12]=[C:13]([O:17][S:18](=[O:24])(=[O:25])[N:19]([CH2:20][CH3:21])[CH2:22][CH3:23])[CH:14]=[N:15][CH:16]=3)[N:8]2[CH3:26])=[CH:4][CH:3]=1 |f:3.4.5|. Procedure: A flask is charged with diethyl-sulfamic acid 5-(6-chloro-1H-indol-2-yl)-pyridin-3-yl ester (0.175 g, 0.560 mmol) and DMF (5 mL). Dimethyl carbonate (0.116 mL, 1.38 mmol) and potassium carbonate (0.035 g, 0.253 mmol) are added and the reaction is stirred at 150° C. overnight. The reaction mixture is cooled to room temperature, diluted with ethyl acetate and washed with water. The organic layer is dried over sodium sulfate and concentrated in vacuo. The residue is purified by flash chromatography... Reactants: CCCCCCCCc1ccc2c(c1)CC(=O)C2, C1CCOC1, Cc1ccccc1, CCOC=O, [H-], [Na+], O, Cc1ccc(S(=O)(=O)Cl)cc1. Product: C=C1C(=O)Cc2cc(CCCCCCCC)ccc21. As a reaction SMILES: [CH2:1]([CH2:2][CH2:3][CH2:4][CH2:5][CH2:6][CH2:7][CH3:8])[c:9]1[cH:10][c:11]2[c:15]([cH:16][cH:17]1)[CH2:14][C:13](=[O:18])[CH2:12]2.[CH2:44]1[O:45][CH2:46][CH2:47][CH2:48]1.[CH3:37][c:38]1[cH:39][cH:40][cH:41][cH:42][cH:43]1.[CH:19]([O:20][CH2:21][CH3:22])=[O:23].[H-:24].[Na+:25].[OH2:49].[c:26]1([CH3:27])[cH:28][cH:29][c:30]([S:31]([Cl:32])(=[O:33])=[O:34])[cH:35][cH:36]1>>[CH2:1]([CH2:2][CH2:3][CH2:4][CH2:5][CH2:6][CH2:7][CH3:8])[c:9]1[cH:10][c:11]2[c:15]([cH:16][cH:17]1)[C:14](=[CH2:19])[C:13](=[O:18])[CH2:12]2. The reactants are [Cl-].[NH4+] (ammonium chloride), BrC1=CC=C(C=C1)Br (1,4-dibromobenzene), FC1=CC=C(C(CCl)=O)C=C1 (4-fluorophenacyl chloride), C(CCC)[Li] (n-butyllithium). The solvent is O1CCCC1 (tetrahydrofuran). Reaction conditions: time 60 minute. The product is FC1=CC=C(C=C1)C1(OC1)C1=CC=C(C=C1)Br (2-(4-fluorophenyl)-2-(4-bromophenyl)-oxirane). The yield is 44.8%. RXN SMILES: Br[C:2]1[CH:7]=[CH:6][C:5]([Br:8])=[CH:4][CH:3]=1.C([Li])CCC.[F:14][C:15]1[CH:24]=[CH:23][C:18]([C:19](=[O:22])[CH2:20]Cl)=[CH:17][CH:16]=1.[Cl-].[NH4+]>O1CCCC1>[F:14][C:15]1[CH:24]=[CH:23][C:18]([C:19]2([C:2]3[CH:7]=[CH:6][C:5]([Br:8])=[CH:4][CH:3]=3)[CH2:20][O:22]2)=[CH:17][CH:16]=1 |f:3.4|. Procedure details: Part A. A solution of 1,4-dibromobenzene (20.0 g, 0.08 mole) in tetrahydrofuran (200 mL) was cooled to -70+ and treated dropwise with n-butyllithium (1.6 M in hexane; 50 mL, 0.08 mole). The solution was stirred at this temperature for 60 minutes, then was treated dropwise with 4-fluorophenacyl chloride (13.8 g, 0.08 mole). The reaction was stirred at -70° overnight, then warmed to 0° for 3 hours. Saturated aqueous ammonium chloride was added, and the aqueous phase was separated. The aqueous phas... Reactants: ClC1=NC=NC(=C1F)OCC#CCC (4-chloro-5-fluoro-6-(2-pentynyloxy)pyrimidine), CC1CNCC(C1)C (3,5-dimethylpiperidine). Conditions: time 3 hour. Product: CC1CN(CC(C1)C)C1=NC=NC(=C1F)OCC#CCC (4-(3,5-dimethylpiperidino)-5-fluoro-6-(2-pentynyloxy)pyrimidine). Isolated yield 84.7%. RXN SMILES: Cl[C:2]1[C:7]([F:8])=[C:6]([O:9][CH2:10][C:11]#[C:12][CH2:13][CH3:14])[N:5]=[CH:4][N:3]=1.[CH3:15][CH:16]1[CH2:21][CH:20]([CH3:22])[CH2:19][NH:18][CH2:17]1>>[CH3:15][CH:16]1[CH2:21][CH:20]([CH3:22])[CH2:19][N:18]([C:2]2[C:7]([F:8])=[C:6]([O:9][CH2:10][C:11]#[C:12][CH2:13][CH3:14])[N:5]=[CH:4][N:3]=2)[CH2:17]1. Reported procedure: 0.2 g of 4-chloro-5-fluoro-6-(2-pentynyloxy)pyrimidine and 0.32 g of 3,5-dimethylpiperidine (cis/trans=about 3/1) were mixed and left for 3 hours at room temperature. The reaction mixture was subjected to silica gel column chromatography to obtain 0.23 g of 4-(3,5-dimethylpiperidino)-5-fluoro-6-(2-pentynyloxy)pyrimidine (hereinafter, referred to as Compound (11)). Compound (11) had the cis/trans diastereomer originated two methyls on the piperidine ring. The ratio of the cis/trans diastereomer w... Reactants: C(C1=CC=NC=C1)(=O)CC(=O)OCC (Ethyl isonicotinoylacetate), NC(=S)N (thiourea), C1(=CC=C(C=C1)S(=O)(=O)[O-])C.[NH+]1=CC=CC=C1 (pyridinium p-toluenesulfonate). The product is N1=CC=C(C=C1)C1=CC(NC(N1)=S)=O (6-(4-pyridyl)-2-thiouracil). Procedure details: Ethyl isonicotinoylacetate (5 g, 25.89 mmol) and thiourea (5.94 g, 77.64 mmol) were suspended in anhydrous p-xylene (100 ml) with vigorous stirring. To the mixture, pyridinium p-toluenesulfonate (150 mg) was added and refluxed for 12-16 h using a Dean-Stark apparatus with continuous removal of water (0.5 ml). The reaction mixture was cooled and a dark brown solid was filtered. The collected solid was suspended in acetone (25 ml) and filtered. The acetone washed product contain trace of thiourea,... Solvent: CC=1C=CC(=CC1)C (p-xylene). Reaction SMILES: [C:1]([CH2:9][C:10]([O:12]CC)=O)(=O)[C:2]1[CH:7]=[CH:6][N:5]=[CH:4][CH:3]=1.[NH2:15][C:16]([NH2:18])=[S:17].C1(C)C=CC(S([O-])(=O)=O)=CC=1.[NH+]1C=CC=CC=1>CC1C=CC(C)=CC=1>[N:5]1[CH:6]=[CH:7][C:2]([C:1]2[NH:18][C:16](=[S:17])[NH:15][C:10](=[O:12])[CH:9]=2)=[CH:3][CH:4]=1 |f:2.3|. Reactants: OC1=C(C(=O)O)C=CC=C1[N+](=O)[O-] (2-hydroxy-3-nitrobenzoic acid), C(C1=CC=CC=C1)Br (benzyl bromide), C([O-])([O-])=O.[K+].[K+] (potassium carbonate), O (water). The solvent is CN(C=O)C (N,N-dimethylformamide). Reaction conditions: temperature 60 celsius, time 8 hour. Product: C(C1=CC=CC=C1)OC1=C(C(=O)O)C=CC=C1[N+](=O)[O-] (2-(benzyloxy)-3-nitrobenzoic acid). RXN SMILES: [OH:1][C:2]1[C:10]([N+:11]([O-:13])=[O:12])=[CH:9][CH:8]=[CH:7][C:3]=1[C:4]([OH:6])=[O:5].[CH2:14](Br)[C:15]1[CH:20]=[CH:19][CH:18]=[CH:17][CH:16]=1.C(=O)([O-])[O-].[K+].[K+].O>CN(C)C=O>[CH2:14]([O:1][C:2]1[C:10]([N+:11]([O-:13])=[O:12])=[CH:9][CH:8]=[CH:7][C:3]=1[C:4]([OH:6])=[O:5])[C:15]1[CH:20]=[CH:19][CH:18]=[CH:17][CH:16]=1 |f:2.3.4|. Procedure: To a solution of 2-hydroxy-3-nitrobenzoic acid (36.6 g) in N,N-dimethylformamide (500 mL) were added benzyl bromide (50.0 mL) and potassium carbonate (66.3 g), and the mixture was stirred overnight at 60° C. The reaction mixture was poured into water and the resulting mixture was extracted with a mixture of ethyl acetate and n-hexane (1:1). The organic layer was washed with water and saturated brine, dried over anhydrous sodium sulfate and concentrated. The residue was dissolved in a mixture of ... The reactants are CN(C(=O)C=1C=C(C=CC1)S(=O)(=O)NC1=C(SC=C1)C(=O)OC)C (Methyl 3-(3-(dimethylcarbamoyl)phenylsulfonamido)thiophene-2-carboxylate), CO (MeOH), [OH-].[Na+] (NaOH). Run in Cl (HCl). Conditions: time 8 hour. Product: CN(C(=O)C=1C=C(C=CC1)S(=O)(=O)NC1=C(SC=C1)C(=O)O)C (3-(3-(dimethylcarbamoyl)phenylsulfonamido)thiophene-2-carboxylic acid). Isolated yield 77.9%. Reaction SMILES: [CH3:1][N:2]([CH3:24])[C:3]([C:5]1[CH:6]=[C:7]([S:11]([NH:14][C:15]2[CH:19]=[CH:18][S:17][C:16]=2[C:20]([O:22]C)=[O:21])(=[O:13])=[O:12])[CH:8]=[CH:9][CH:10]=1)=[O:4].CO.[OH-].[Na+]>Cl>[CH3:1][N:2]([CH3:24])[C:3]([C:5]1[CH:6]=[C:7]([S:11]([NH:14][C:15]2[CH:19]=[CH:18][S:17][C:16]=2[C:20]([OH:22])=[O:21])(=[O:13])=[O:12])[CH:8]=[CH:9][CH:10]=1)=[O:4] |f:2.3|. Procedure details: Methyl 3-(3-(dimethylcarbamoyl)phenylsulfonamido)thiophene-2-carboxylate (Int. 79, 200 mg, 0.543 mmol) was dissolved in MeOH (4 ml, 99 mmol). NaOH 1M (2 ml) was added, and the reaction was stirred at RT for 8 hours to achieve completion. The reaction mixture was diluted with HCl 1N and extracted with AcOEt. The organic phase was washed with HCl 1N and brine, dried over Na2SO4 and concentrated under vacuum to give 3-(3-(dimethylcarbamoyl)phenylsulfonamido)thiophene-2-carboxylic acid (Int. 80, 150... The reactants are NC=1SC(=CC1CC(=O)OCC)C(N)=O (Ethyl 2-amino-5-carbamoylthiophene-3-acetate), C[Al](C)C (trimethyl-aluminium). Run in ClCCl (dichloromethane). The product is O=C1CC2=C(N1)SC(=C2)C(=O)N (5,6-dihydro-5-oxo-4H-thieno[2,3-b]pyrrole-2-carboxamide). Isolated yield 52.6%. RXN SMILES: [NH2:1][C:2]1[S:3][C:4]([C:13](=[O:15])[NH2:14])=[CH:5][C:6]=1[CH2:7][C:8](OCC)=[O:9].C[Al](C)C>ClCCl>[O:9]=[C:8]1[NH:1][C:2]2[S:3][C:4]([C:13]([NH2:14])=[O:15])=[CH:5][C:6]=2[CH2:7]1. Reported procedure: Ethyl 2-amino-5-carbamoylthiophene-3-acetate (500 mg, 2.19 mmol) was dissolved in dry dichloromethane (20 ml) and treated at 0° C. with trimethyl-aluminium (2M in heptane, 3.5 ml, 7.22 mmol). The reaction mixture was allowed to warm slowly to room temperature over 3 hours, cooled to 0° C. and quenched with saturated aqueous ammonium chloride solution. The solution was extracted with ethyl acetate, the organic phase was dried over magnesium sulfate, evaporated to dryness and the residue chromatog...